This data is from the Open Reaction Database (ORD), a public repository of structured organic reaction records. The task is: describe an organic reaction: reactants, conditions, products, and yield As a reaction SMILES: [NH2:1][C:2]1[C:3]([Cl:9])=[C:4](O)[CH:5]=[CH:6][CH:7]=1.[ClH:10].[N:11]([O-])=O.[Na+].[Sn](Cl)Cl.[OH2:18]>>[ClH:9].[Cl:10][C:4]1[CH:3]=[C:2]([NH:1][NH2:11])[CH:7]=[CH:6][C:5]=1[OH:18] |f:2.3,6.7|. Yields the product Cl.ClC1=C(C=CC(=C1)NN)O (2-chloro-4-hydrazinophenol hydrochloride salt). The reactants are [Sn](Cl)Cl (tin(II) chloride), Cl (hydrochloric acid), N(=O)[O-].[Na+] (sodium nitrite), NC=1C(=C(C=CC1)O)Cl (3-amino-2-chlorophenol), Cl (hydrochloric acid), O (water), solution. Procedure details: At 0° C., to a mixture of 3-amino-2-chlorophenol 100 g and concentrated hydrochloric acid 250 ml was added slowly aqueous solution 300 ml containing sodium nitrite 67.0 g and followed by addition of water 400 ml. The resulting mixture was stirred for two hours and thereto was added slowly anhydrous tin(II) chloride 292 g and concentrated hydrochloric acid 250 ml and the resulting mixture was stirred for one hour. At room temperature, the resulting mixture was stirred for additional twelve hours,... Reaction conditions: time 2 hour. Starting materials: ClC1=CC=C(C=C1)C1N=C(NC1C1=CC=C(C=C1)Cl)C=1C(=NC(=NC1)C(F)(F)F)OCC (4,5-bis-(4-chloro-phenyl)-2-(4-ethoxy-2-trifluoromethyl-pyrimidin-5-yl)-4,5-dihydro-1H-imidazole), C(=O)(Cl)Cl (phosgene). Product: ClC1=CC=C(C=C1)C1N=C(N(C1C1=CC=C(C=C1)Cl)C(=O)Cl)C=1C(=NC(=NC1)C(F)(F)F)OCC (4,5-bis-(4-chloro-phenyl)-2-(4-ethoxy-2-trifluoromethyl-pyrimidin-5-yl)-4,5-dihydro-imidazole-1-carbonyl chloride). As a reaction SMILES: [Cl:1][C:2]1[CH:7]=[CH:6][C:5]([CH:8]2[CH:12]([C:13]3[CH:18]=[CH:17][C:16]([Cl:19])=[CH:15][CH:14]=3)[NH:11][C:10]([C:20]3[C:21]([O:30][CH2:31][CH3:32])=[N:22][C:23]([C:26]([F:29])([F:28])[F:27])=[N:24][CH:25]=3)=[N:9]2)=[CH:4][CH:3]=1.[C:33](Cl)([Cl:35])=[O:34]>>[Cl:1][C:2]1[CH:7]=[CH:6][C:5]([CH:8]2[CH:12]([C:13]3[CH:18]=[CH:17][C:16]([Cl:19])=[CH:15][CH:14]=3)[N:11]([C:33]([Cl:35])=[O:34])[C:10]([C:20]3[C:21]([O:30][CH2:31][CH3:32])=[N:22][C:23]([C:26]([F:27])([F:29])[F:28])=[N:24][CH:25]=3)=[N:9]2)=[CH:4][CH:3]=1. Reported procedure: Using the procedure as described in example 1, cis-4-[4,5-bis-(4-chloro-phenyl)-2-(4-ethoxy-2-trifluoromethyl-pyrimidin-5-yl)-4,5-dihydro-1H-imidazole was reacted with phosgene to give cis-4-[4,5-bis-(4-chloro-phenyl)-2-(4-ethoxy-2-trifluoromethyl-pyrimidin-5-yl)-4,5-dihydro-imidazole-1-carbonyl chloride. The carbonyl chloride was then coupled with 2-piperazinone to give cis-4-[4,5-bis-(4-chloro-phenyl)-2-(4-ethoxy-2-trifluoromethyl-pyrimidin-5-yl)-4,5-dihydro-imidazole-1-carbonyl]-piperazin-2-o... Starting materials: C(=O)(O)[O-].[Na+] (NaHCO3), C(C)(C)(C)OC(=O)NCC(C(=O)O)C1=CSC=C1 (3-(tert-butoxycarbonylamino)-2-(thiophen-3-yl)propanoic acid), C(CCl)Cl (EDC), NC=1C=C2C=CN=CC2=CC1 (6-aminoisoquinoline). Reagents/catalysts: CN(C)C=1C=CN=CC1 (DMAP). Solvent: N1=CC=CC=C1 (pyridine). Run at time 8 hour. Yields the product C1=NC=CC2=CC(=CC=C12)NC(C(CNC(OC(C)(C)C)=O)C1=CSC=C1)=O (tert-butyl 3-(isoquinolin-6-ylamino)-3-oxo-2-(thiophen-3-yl)propylcarbamate). Reaction SMILES: [C:1]([O:5][C:6]([NH:8][CH2:9][CH:10]([C:14]1[CH:18]=[CH:17][S:16][CH:15]=1)[C:11]([OH:13])=O)=[O:7])([CH3:4])([CH3:3])[CH3:2].C(Cl)CCl.[NH2:23][C:24]1[CH:25]=[C:26]2[C:31](=[CH:32][CH:33]=1)[CH:30]=[N:29][CH:28]=[CH:27]2.C([O-])(O)=O.[Na+]>N1C=CC=CC=1.CN(C1C=CN=CC=1)C>[CH:30]1[C:31]2[C:26](=[CH:25][C:24]([NH:23][C:11](=[O:13])[CH:10]([C:14]3[CH:18]=[CH:17][S:16][CH:15]=3)[CH2:9][NH:8][C:6](=[O:7])[O:5][C:1]([CH3:2])([CH3:3])[CH3:4])=[CH:33][CH:32]=2)[CH:27]=[CH:28][N:29]=1 |f:3.4|. Reported procedure: To 3-(tert-butoxycarbonylamino)-2-(thiophen-3-yl)propanoic acid (E47) in pyridine was added EDC, DMAP, and 6-aminoisoquinoline. The solution was stirred overnight at room temperature. The mixture was poured into NaHCO3 (sat) and extracted with EtOAc. The organics were dried (Na2SO4), filtered, and evaporated. Column chromatography (SiO2, 3% MeOH/CH2Cl2) gave pure tert-butyl 3-(isoquinolin-6-ylamino)-3-oxo-2-(thiophen-3-yl)propylcarbamate (E48). The yield is 77.1%. The reactants are ClC1=CC=C(C=C1)C1=C(C(=NN1C1=C(C=C(C=C1)Cl)Cl)C(=O)O)C (5-(4-chlorophenyl)-1-(2,4-dichlorophenyl)-4-methyl-1H-pyrazole-3-carboxylic acid), C(CCC)(=O)NN (N-butanoyl-hydrazine), CCN=C=NCCCN(C)C (EDCI), Cl (HCl). As a reaction SMILES: [Cl:1][C:2]1[CH:7]=[CH:6][C:5]([C:8]2[N:12]([C:13]3[CH:18]=[CH:17][C:16]([Cl:19])=[CH:15][C:14]=3[Cl:20])[N:11]=[C:10]([C:21]([OH:23])=O)[C:9]=2[CH3:24])=[CH:4][CH:3]=1.[C:25]([NH:30][NH2:31])(=[O:29])[CH2:26][CH2:27][CH3:28].CCN=C=NCCCN(C)C.Cl>C(Cl)Cl.CN(C1C=CN=CC=1)C>[C:25]([NH:30][NH:31][C:21]([C:10]1[C:9]([CH3:24])=[C:8]([C:5]2[CH:4]=[CH:3][C:2]([Cl:1])=[CH:7][CH:6]=2)[N:12]([C:13]2[CH:18]=[CH:17][C:16]([Cl:19])=[CH:15][C:14]=2[Cl:20])[N:11]=1)=[O:23])(=[O:29])[CH2:26][CH2:27][CH3:28]. Reported procedure: Added to a solution of 5-(4-chlorophenyl)-1-(2,4-dichlorophenyl)-4-methyl-1H-pyrazole-3-carboxylic acid (0.40 g, 1.05 mmol), N-butanoyl-hydrazine (0.11 g, 1.05 mmol) and EDCI (0.24 g, 1.26 mmol) dissolved in DCM (11 ml), was DMAP (0.15 g, 1.26 mmol) in one portion at room temperature. The reaction mixture was stirred at room temperature for 6 hrs, and then treated with 10% aq. HCl. The organic layer was collected, and evaporated under a vacuum. The crude mixture was further purified by preparati... The product is C(CCC)(=O)NNC(=O)C1=NN(C(=C1C)C1=CC=C(C=C1)Cl)C1=C(C=C(C=C1)Cl)Cl (N-butanoyl-N′-[5-(4-Chlorophenyl)-1-(2,4-dichlorophenyl)-4-methyl-1H-pyrazole-3-carbonyl]-hydrazine). Run in C(Cl)Cl (DCM). Reagents/catalysts: CN(C)C=1C=CN=CC1 (DMAP). Run at time 6 hour. The reactants are B(Br)(Br)Br (BBr3), C(C)(=O)NC1=CC=C(C=C1)SC1=NC2=CC(=CC=C2C(=N1)NC=1NN=C(C1)C)OC ([2-(4-acetamidophenylsulfanyl)-7-methoxy-quinazolin-4-yl]-(5-methyl-2H-pyrazol-3-yl)-amine), B(Br)(Br)Br (BBr3). Solvent: C(Cl)Cl (DCM), ClC(C)Cl (dichloroethane), ClCCl (dichloromethane). Run at temperature 80 celsius, time 15 hour. The product is C(C)(=O)NC1=CC=C(C=C1)SC1=NC2=CC(=CC=C2C(=N1)NC=1NN=C(C1)C)O ([2-(4-acetamidophenylsulfanyl)-7-hydroxy-quinazolin-4-yl]-(5-methyl-2H-pyrazol-3-yl)-amine). As a reaction SMILES: [C:1]([NH:4][C:5]1[CH:10]=[CH:9][C:8]([S:11][C:12]2[N:21]=[C:20]([NH:22][C:23]3[NH:24][N:25]=[C:26]([CH3:28])[CH:27]=3)[C:19]3[C:14](=[CH:15][C:16]([O:29]C)=[CH:17][CH:18]=3)[N:13]=2)=[CH:7][CH:6]=1)(=[O:3])[CH3:2].B(Br)(Br)Br>ClC(Cl)C.ClCCl>[C:1]([NH:4][C:5]1[CH:6]=[CH:7][C:8]([S:11][C:12]2[N:21]=[C:20]([NH:22][C:23]3[NH:24][N:25]=[C:26]([CH3:28])[CH:27]=3)[C:19]3[C:14](=[CH:15][C:16]([OH:29])=[CH:17][CH:18]=3)[N:13]=2)=[CH:9][CH:10]=1)(=[O:3])[CH3:2]. Procedure: A solution of [2-(4-acetamidophenylsulfanyl)-7-methoxy-quinazolin-4-yl]-(5-methyl-2H-pyrazol-3-yl)-amine (23 mg, 5.54.10−5 mol) in dichloroethane (3 mL) is treated with 1M BBr3 in dichloromethane (222 μL, 2.21.10−4 mol). The mixture os heated at 80° C. for 4 hours before 1M BBr3 in DCM (222 μL, 2.21.10−4 mol) is added. The reaction mixture is heated at 80° C. for a further 3 hours. The solvent is evaporated and methanol is added to the residue to quench residual BBr3. The solvent is evaporated i... The reactants are FC=1C=C2C=C(N(C2=CC1)CC(=O)O)C (5-fluoro-2-methyl-1H-indole-1-acetic acid), II (iodine), FC(C1=CC=C(C=C1)S)(F)F (4-trifluoromethylbenzenethiol). Product: FC=1C=C2C(=C(N(C2=CC1)CC(=O)O)C)SC1=CC=C(C=C1)C(F)(F)F (5-fluoro-2-methyl-3-[[4-(trifluoromethyl)phenyl]thio]-1H-indole-1-acetic acid). RXN SMILES: [F:1][C:2]1[CH:3]=[C:4]2[C:8](=[CH:9][CH:10]=1)[N:7]([CH2:11][C:12]([OH:14])=[O:13])[C:6]([CH3:15])=[CH:5]2.II.[F:18][C:19]([F:28])([F:27])[C:20]1[CH:25]=[CH:24][C:23]([SH:26])=[CH:22][CH:21]=1>>[F:1][C:2]1[CH:3]=[C:4]2[C:8](=[CH:9][CH:10]=1)[N:7]([CH2:11][C:12]([OH:14])=[O:13])[C:6]([CH3:15])=[C:5]2[S:26][C:23]1[CH:22]=[CH:21][C:20]([C:19]([F:18])([F:27])[F:28])=[CH:25][CH:24]=1. Reported procedure: Prepared by the method of example 26 step c) using the product of example 26 step b) (0.55 g), iodine (0.98 g) and 4-trifluoromethylbenzenethiol (0.67 g) to give the subtitle compound as a solid (0.25 g).